From a dataset of the Open Reaction Database (ORD), a public repository of structured organic reaction records. describe an organic reaction: reactants, conditions, products, and yield The reactants are CC(=O)O, CC1(C)CCCc2cc3c(cc21)C(C)(C)CCC3(C)C, O=[Cr](=O)=O, O. Product: CC1(C)CCC(=O)c2cc3c(cc21)C(C)(C)CCC3(C)C. RXN SMILES: [C:26]([OH:27])(=[O:28])[CH3:29].[CH3:5][C:6]1([CH3:24])[CH2:7][CH2:8][CH2:9][c:10]2[cH:11][c:12]3[c:17]([cH:18][c:19]21)[C:16]([CH3:20])([CH3:21])[CH2:15][CH2:14][C:13]3([CH3:22])[CH3:23].[O:1]=[Cr:2](=[O:3])=[O:4].[OH2:25]>>[CH3:5][C:6]1([CH3:24])[CH2:7][CH2:8][C:9](=[O:25])[c:10]2[cH:11][c:12]3[c:17]([cH:18][c:19]21)[C:16]([CH3:20])([CH3:21])[CH2:15][CH2:14][C:13]3([CH3:22])[CH3:23]. Reactants: CCOC(=O)c1cc(C2(C)OCCO2)on1, O. The product is CC1(c2cc(CO)no2)OCCO1. Reaction SMILES: [CH3:1][C:2]1([c:7]2[cH:8][c:9]([C:12](=[O:13])[O:14][CH2:15][CH3:16])[n:10][o:11]2)[O:3][CH2:4][CH2:5][O:6]1.[OH2:17]>>[CH3:1][C:2]1([c:7]2[cH:8][c:9]([CH2:12][OH:13])[n:10][o:11]2)[O:3][CH2:4][CH2:5][O:6]1. Reactants: COCCN(C)c1cc(NC(=O)OC(C)(C)C)c(NC(=O)CC(=O)c2cccc(-n3ccnn3)c2)cc1Cl, ClCCl, O=C(O)C(F)(F)F. Yields the product COCCN(C)c1cc2c(cc1Cl)NC(=O)CC(c1cccc(-n3ccnn3)c1)=N2. Reaction SMILES: [C:1]([O:2][C:3](=[O:4])[NH:7][c:8]1[c:9]([NH:21][C:22]([CH2:23][C:24](=[O:5])[c:25]2[cH:26][c:27](-[n:31]3[n:32][n:33][cH:34][cH:35]3)[cH:28][cH:29][cH:30]2)=[O:37])[cH:10][c:11]([Cl:20])[c:12]([N:14]([CH3:15])[CH2:16][CH2:17][O:18][CH3:19])[cH:13]1)([CH3:6])([CH3:36])[CH3:38].[Cl:46][CH2:47][Cl:48].[F:39][C:40]([F:41])([F:42])[C:43]([OH:44])=[O:45]>>[N:7]1=[C:24]([c:25]2[cH:26][c:27](-[n:31]3[n:32][n:33][cH:34][cH:35]3)[cH:28][cH:29][cH:30]2)[CH2:23][C:22](=[O:37])[NH:21][c:9]2[c:8]1[cH:13][c:12]([N:14]([CH3:15])[CH2:16][CH2:17][O:18][CH3:19])[c:11]([Cl:20])[cH:10]2. Reactants: C([O-])(O)=O.[Na+] (sodium bicarbonate), FC=1C=CC(=NC1)C#N (5-fluoropyridine-2-carbonitrile), FC=1C=CC(=NC1)C#N (5-fluoropyridine-2-carbonitrile), C[Mg+].[Br-] (MeMgBr), C(C)(=O)OC(C)=O (Acetic anhydride). Run in ClCCl (dichloromethane), C1CCOC1 (THF), CCOCC (ether), C1CCOC1 (THF), ClCCl (dichloromethane). Run at temperature 0 celsius, time 30 minute. The product is FC=1C=CC(=NC1)C(=C)NC(C)=O (N-(1-(5-Fluoropyridin-2-yl)vinyl)acetamide). The yield is 35.0%. RXN SMILES: C[Mg+].[Br-].[F:4][C:5]1[CH:6]=[CH:7][C:8]([C:11]#[N:12])=[N:9][CH:10]=1.[C:13](OC(=O)C)(=[O:15])[CH3:14].[C:20](=O)(O)[O-].[Na+]>CCOCC.C1COCC1.ClCCl>[F:4][C:5]1[CH:6]=[CH:7][C:8]([C:11]([NH:12][C:13](=[O:15])[CH3:14])=[CH2:20])=[N:9][CH:10]=1 |f:0.1,4.5|. Reported procedure: A solution of MeMgBr (170.3 ml, 510.98 mmol) in ether was diluted with 170 ml of anhydrous THF and cooled to 0° C. 5-fluoropyridine-2-carbonitrile (Intermediate 1, 53.6 g, 425.82 mmol) in THF (170 ml) was added dropwise. The reaction was stirred at 0° C. for 30 minutes, then diluted with dichloromethane (170 ml). Acetic anhydride (48.3 ml, 510.98 mmol) in dichloromethane (100 ml) was added dropwise at 0° C. After addition, the reaction was warmed to room temperature and stirred at room temperatu... The reactants are C1=CC=CC2=C1CCCCC2=O (6,7,8,9-tetrahydro-5H-benzocyclohepten- 5-one), COC=1C(=C(C2=C(CCCCC2=O)C1)Cl)Cl (2-Methoxy-3,4-dichloro-6,7,8,9-tetrahydro-5H- benzocyclohepten-5-one), Cl.N1=CC=CC=C1 (pyridine hydrochloride). Solvent: O (water). Reaction conditions: temperature 180 celsius. Product: OC=1C(=C(C2=C(CCCCC2=O)C1)Cl)Cl (2-Hydroxy-3,4-dichloro-6,7,8,9-tetrahydro-5H-benzocyclohepten- 5-one). As a reaction SMILES: C[O:2][C:3]1[C:4]([Cl:16])=[C:5]([Cl:15])[C:6]2[C:12](=[O:13])[CH2:11][CH2:10][CH2:9][CH2:8][C:7]=2[CH:14]=1.Cl.N1C=CC=CC=1.C1C2CCCCC(=O)C=2C=CC=1>O>[OH:2][C:3]1[C:4]([Cl:16])=[C:5]([Cl:15])[C:6]2[C:12](=[O:13])[CH2:11][CH2:10][CH2:9][CH2:8][C:7]=2[CH:14]=1 |f:1.2|. Procedure: 2-Methoxy-3,4-dichloro-6,7,8,9-tetrahydro-5H- benzocyclohepten-5-one (25.9 g., 0.1 mole) intimately mixed with pyridine hydrochloride (250 g.) is heated at 180° C. for 1 hour. The hot mixture is poured into water whereupon 2-hydroxy-3,4-dichloro-,6,7,8,9-tetrahydro-5H-benzocyclohepten- 5-one separates and is isolated in the usual way.